Dataset: the Open Reaction Database (ORD), a public repository of structured organic reaction records. Task: describe an organic reaction: reactants, conditions, products, and yield Reactants: O.NN (hydrazine hydrate), O=C1N(CC(SC[C@@H]1N1C(C=2C(C1=O)=CC=CC2)=O)C=2SC=CC2)CC(=O)OC(C)(C)C (t-butyl α-[5-oxo-6(R)-phthalimido-2-(2-thienyl)perhydro-1,4-thiazepin-4-yl]acetate). The solvent is CO (methanol). Run at time 2 day. Product: N[C@@H]1C(N(CC(SC1)C=1SC=CC1)CC(=O)OC(C)(C)C)=O (t-Butyl α-[6(R)-amino-5-oxo-2-(2-thienyl)perhydro-1,4-thiazepin-4-yl]acetate). The yield is 90.2%. As a reaction SMILES: O.NN.[O:4]=[C:5]1[C@@H:11]([N:12]2C(=O)C3=CC=CC=C3C2=O)[CH2:10][S:9][CH:8]([C:23]2[S:24][CH:25]=[CH:26][CH:27]=2)[CH2:7][N:6]1[CH2:28][C:29]([O:31][C:32]([CH3:35])([CH3:34])[CH3:33])=[O:30]>CO>[NH2:12][C@H:11]1[CH2:10][S:9][CH:8]([C:23]2[S:24][CH:25]=[CH:26][CH:27]=2)[CH2:7][N:6]([CH2:28][C:29]([O:31][C:32]([CH3:34])([CH3:33])[CH3:35])=[O:30])[C:5]1=[O:4] |f:0.1|. Procedure details: 7 ml of hydrazine hydrate were added to a suspension of 34.1 g of t-butyl α-[5-oxo-6(R)-phthalimido-2-(2-thienyl)perhydro-1,4-thiazepin-4-yl]acetate [prepared as described in step (f) above] in 340 ml of methanol, to form a homogeneous solution. This was left standing for 2 days at room temperature, and then the resulting precipitate was filtered off. The filtrate was condensed by evaporation under reduced pressure, and then 200 ml of methylene chloride were added to the residue. The mixture was... Reagents/catalysts: C=1C=CC(=CC1)[P](C=2C=CC=CC2)(C=3C=CC=CC3)[Pd]([P](C=4C=CC=CC4)(C=5C=CC=CC5)C=6C=CC=CC6)([P](C=7C=CC=CC7)(C=8C=CC=CC8)C=9C=CC=CC9)[P](C=1C=CC=CC1)(C=1C=CC=CC1)C=1C=CC=CC1 (tetrakis(triphenylphosphine)palladium(0)). The reactants are BrC=1SC(=CC1)C (2-bromo-5-methylthiophene), C(CC)C1=CC=C(C=C1)C1=CC(=C(C(=C1)F)B(O)O)F (4′-propyl-3,5-difluoro-4-biphenylboronic acid), C([O-])([O-])=O.[Na+].[Na+] (sodium carbonate). Reported procedure: A mixture of 5.50 g (31.0 mmol) of 2-bromo-5-methylthiophene, 9.0 g (32.6 mmol) of 4′-propyl-3,5-difluoro-4-biphenylboronic acid, 1.83 g (1.58 mmol) of tetrakis(triphenylphosphine)palladium(0) and 36 ml of 2 N sodium carbonate soln. in 90 ml of toluene/ethanol (1:2) is heated under reflux for 16 h. After cooling, the organic phase is separated off, and the aqueous phase is extracted a number of times with toluene. The combined organic phases are washed with water and sat. sodium chloride soln. T... Solvent: C1(=CC=CC=C1)C.C(C)O (toluene ethanol). As a reaction SMILES: Br[C:2]1[S:3][C:4]([CH3:7])=[CH:5][CH:6]=1.[CH2:8]([C:11]1[CH:16]=[CH:15][C:14]([C:17]2[CH:22]=[C:21]([F:23])[C:20](B(O)O)=[C:19]([F:27])[CH:18]=2)=[CH:13][CH:12]=1)[CH2:9][CH3:10].C(=O)([O-])[O-].[Na+].[Na+]>C1(C)C=CC=CC=1.C(O)C.C1C=CC([P]([Pd]([P](C2C=CC=CC=2)(C2C=CC=CC=2)C2C=CC=CC=2)([P](C2C=CC=CC=2)(C2C=CC=CC=2)C2C=CC=CC=2)[P](C2C=CC=CC=2)(C2C=CC=CC=2)C2C=CC=CC=2)(C2C=CC=CC=2)C2C=CC=CC=2)=CC=1>[F:23][C:21]1[CH:22]=[C:17]([C:14]2[CH:15]=[CH:16][C:11]([CH2:8][CH2:9][CH3:10])=[CH:12][CH:13]=2)[CH:18]=[C:19]([F:27])[C:20]=1[C:2]1[S:3][C:4]([CH3:7])=[CH:5][CH:6]=1 |f:2.3.4,5.6,^1:47,49,68,87|. Yields the product FC=1C=C(C=C(C1C=1SC(=CC1)C)F)C1=CC=C(C=C1)CCC (2-(3,5-difluoro-4′-propylbiphenyl-4-yl)-5-methylthiophene), solid.